Dataset: the Open Reaction Database (ORD), a public repository of structured organic reaction records. Task: describe an organic reaction: reactants, conditions, products, and yield Reactants: BrC1=CC=C(C=C1)C(=O)C1=C(C=C(C(=C1)F)OC)F ((4-bromo-phenyl)-(2,5-difluoro-4-methoxy-phenyl)-methanone). Run in C(C)(=O)O (acetic acid), Br (HBr). The product is BrC1=CC=C(C=C1)C(=O)C1=C(C=C(C(=C1)F)O)F ((4-bromo-phenyl)-(2,5-difluoro-4-hydroxy-phenyl)-methanone). Yield: 94.9%. RXN SMILES: [Br:1][C:2]1[CH:7]=[CH:6][C:5]([C:8]([C:10]2[CH:15]=[C:14]([F:16])[C:13]([O:17]C)=[CH:12][C:11]=2[F:19])=[O:9])=[CH:4][CH:3]=1>C(O)(=O)C.Br>[Br:1][C:2]1[CH:3]=[CH:4][C:5]([C:8]([C:10]2[CH:15]=[C:14]([F:16])[C:13]([OH:17])=[CH:12][C:11]=2[F:19])=[O:9])=[CH:6][CH:7]=1. Reported procedure: A solution of 22.9 g of (4-bromo-phenyl)-(2,5-difluoro-4-methoxy-phenyl)-methanone in 140 ml of acetic acid and 100 ml of 62% aqueous HBr solution is boiled under reflux for 13 hrs., subsequently evaporated, re-evaporated with toluene and taken up in ethyl acetate. The inorganic phase is washed with saturated sodium hydrogen carbonate solution and 10% sodium chloride solution and dried. After crystallization from methylene chloride/ether/pentane there are obtained 20.8 g of (4-bromo-phenyl)-(2,5...